From a dataset of the Open Reaction Database (ORD), a public repository of structured organic reaction records. describe an organic reaction: reactants, conditions, products, and yield Reactants: [Al+3], CCOCC, [H-], [H-], [H-], [H-], [Li+], NCc1ccc(C(=O)O)cc1. The product is NCc1ccc(CO)cc1. Reaction SMILES: [Al+3:13].[CH3:18][CH2:19][O:20][CH2:21][CH3:22].[H-:12].[H-:15].[H-:16].[H-:17].[Li+:14].[NH2:1][CH2:2][c:3]1[cH:4][cH:5][c:6]([C:7](=[O:8])[OH:9])[cH:10][cH:11]1>>[NH2:1][CH2:2][c:3]1[cH:4][cH:5][c:6]([CH2:7][OH:8])[cH:10][cH:11]1. Reactants: CCCCO, CCN(C(C)C)C(C)C, Clc1ncnc2nn(C3CCCCO3)cc12, Cc1ccc(C(F)(F)CNC2CCC(N)C2)cc1. Yields the product Cc1ccc(C(F)(F)CNC2CCC(Nc3ncnc4nn(C5CCCCO5)cc34)C2)cc1. RXN SMILES: [CH2:44]([OH:45])[CH2:46][CH2:47][CH3:48].[CH:35]([N:36]([CH:37]([CH3:38])[CH3:39])[CH2:40][CH3:41])([CH3:42])[CH3:43].[Cl:19][c:20]1[c:21]2[c:22]([n:23][cH:24][n:25]1)[n:26][n:27]([CH:29]1[O:30][CH2:31][CH2:32][CH2:33][CH2:34]1)[cH:28]2.[F:1][C:2]([CH2:3][NH:4][CH:5]1[CH2:6][CH:7]([NH2:10])[CH2:8][CH2:9]1)([c:11]1[cH:12][cH:13][c:14]([CH3:17])[cH:15][cH:16]1)[F:18]>>[F:1][C:2]([CH2:3][NH:4][CH:5]1[CH2:6][CH:7]([NH:10][c:20]2[c:21]3[c:22]([n:23][cH:24][n:25]2)[n:26][n:27]([CH:29]2[O:30][CH2:31][CH2:32][CH2:33][CH2:34]2)[cH:28]3)[CH2:8][CH2:9]1)([c:11]1[cH:12][cH:13][c:14]([CH3:17])[cH:15][cH:16]1)[F:18]. The reactants are COC(C(CC1=CC=CC=C1)N(CC#C)C(C1=C(C=C(C=C1)Cl)Cl)=O)=O (2-[(2,4-Dichloro-benzoyl)-prop-2-ynyl-amino]-3-phenyl-propionic acid methyl ester), IC=1OC2=C(C1)C=CC=C2 (2-iodobenzofuran). Reagents/catalysts: C=1C=CC(=CC1)[P](C=2C=CC=CC2)(C=3C=CC=CC3)[Pd]([P](C=4C=CC=CC4)(C=5C=CC=CC5)C=6C=CC=CC6)([P](C=7C=CC=CC7)(C=8C=CC=CC8)C=9C=CC=CC9)[P](C=1C=CC=CC1)(C=1C=CC=CC1)C=1C=CC=CC1 (tetrakis(triphenylphosphine)palladium(0)). The solvent is CN(C)C=O (DMF), C(C)N(CC)CC (triethylamine). Conditions: time 4 hour. Product: COC(C(CC1=CC=CC=C1)N(C(C1=C(C=C(C=C1)Cl)Cl)=O)CC#CC1=CC2=C(O1)C=CC=C2)=O (2-[(3-Benzofuran-2-yl-prop-2-ynyl)-(2,4-dichloro-benzoyl)-amino]-3-phenyl-propionic acid methyl ester). As a reaction SMILES: [CH3:1][O:2][C:3](=[O:26])[CH:4]([N:12]([C:16](=[O:25])[C:17]1[CH:22]=[CH:21][C:20]([Cl:23])=[CH:19][C:18]=1[Cl:24])[CH2:13][C:14]#[CH:15])[CH2:5][C:6]1[CH:11]=[CH:10][CH:9]=[CH:8][CH:7]=1.I[C:28]1[O:29][C:30]2[CH:36]=[CH:35][CH:34]=[CH:33][C:31]=2[CH:32]=1>CN(C=O)C.C(N(CC)CC)C.C1C=CC([P]([Pd]([P](C2C=CC=CC=2)(C2C=CC=CC=2)C2C=CC=CC=2)([P](C2C=CC=CC=2)(C2C=CC=CC=2)C2C=CC=CC=2)[P](C2C=CC=CC=2)(C2C=CC=CC=2)C2C=CC=CC=2)(C2C=CC=CC=2)C2C=CC=CC=2)=CC=1>[CH3:1][O:2][C:3](=[O:26])[CH:4]([N:12]([CH2:13][C:14]#[C:15][C:28]1[O:29][C:30]2[CH:36]=[CH:35][CH:34]=[CH:33][C:31]=2[CH:32]=1)[C:16](=[O:25])[C:17]1[CH:22]=[CH:21][C:20]([Cl:23])=[CH:19][C:18]=1[Cl:24])[CH2:5][C:6]1[CH:7]=[CH:8][CH:9]=[CH:10][CH:11]=1 |^1:52,54,73,92|. Procedure: To a solution of 2-[(2,4-Dichloro-benzoyl)-prop-2-ynyl-amino]-3-phenyl-propionic acid methyl ester (prepared according to example 9) (50 mg, 0.128 mmol) and 2-iodobenzofuran (41 mg, 0.166 mmol) in DMF (2 mL), triethylamine (2 mL) and tetrakis(triphenylphosphine)palladium(0) (15 mg, 0.01 mmol) were added and the reaction mixture was stirred under reflux conditions for 4 h under a N2 atmosphere. DMF and triethylamine were removed under reduced pressure and the residue was partitioned between water... Starting materials: [Si](OCCOC)(OCCOC)(OCCOC)CCN ((CH3OCH2CH2O)3Si(CH2)2NH2), (C2H5O)2C6H5Si(CH2)3NH2, [Si](OCC)(OCC)(OCC)CCCOCCCN ((C2H5O)3Si(CH2)3O(CH2)3NH2), (C2H5O)2CH3Si(CH2)3NH2, [Si](OC)(OC)(OC)CCCN ((CH3O)3Si(CH2)3NH2), [Si](OCC)(OCC)(OCC)CCCOCCN ((C2H5O)3Si(CH2)3O(CH2)2NH2), [Si](OCC)(OCC)(OCC)CCCN ((C2H5O)3Si(CH2)3NH2), [Si](OCCOC)(OCCOC)(OCCOC)CCCN ((CH3OCH2CH2O)3Si(CH2)3NH2), [Si](OCC)(OCC)(OCC)COCCN ((C2H5O)3SiCH2O(CH2)2NH2). The product is [Si](OC)(OC)(OC)CCCNCCN ((CH3O)3Si(CH2)3NH(CH2)2NH2). Reaction SMILES: [Si]([CH2:17][CH2:18][NH2:19])(OCCOC)(OCCOC)OCCOC.[Si:20]([CH2:30][CH2:31][CH2:32][NH2:33])([O:27][CH2:28]C)([O:24][CH2:25]C)[O:21][CH2:22]C.[Si](CCCN)(OCCOC)(OCCOC)OCCOC.[Si](CCCOCCCN)(OCC)(OCC)OCC.[Si](COCCN)(OCC)(OCC)OCC.[Si](CCCOCCN)(OCC)(OCC)OCC.[Si](CCCN)(OC)(OC)OC>>[Si:20]([CH2:30][CH2:31][CH2:32][NH:33][CH2:17][CH2:18][NH2:19])([O:27][CH3:28])([O:24][CH3:25])[O:21][CH3:22]. Procedure details: (CH3OCH2CH2O)3Si(CH2)2NH2 ; (C2H5O)3Si(CH2)3NH2 ; (CH3OCH2CH2O)3Si(CH2)3NH2 ; (C2H5O)3Si(CH2)3O(CH2)3NH2 ; (C2H5O)2C6H5Si(CH2)3NH2 ; (C2H5O)3SiCH2O(CH2)2NH2 ; (C2H5O)3Si(CH2)3O(CH2)2NH2 ; (C2H5O)2CH3Si(CH2)3NH2 ; and (CH3O)3Si(CH2)3NH2. Reactants: Cl (HCl), O1CCOCC1 (dioxane), [Si](C)(C)(C(C)(C)C)O[C@@H]1C(N(CC1)CC1=CC=C(C=C1)Cl)=O ((S)-3-((tert-butyldimethylsilyl)oxy)-1-(4-chlorobenzyl)pyrrolidin-2-one). The solvent is ClCCl (dichloromethane). Reaction conditions: time 2 hour. Yields the product ClC1=CC=C(CN2C([C@H](CC2)O)=O)C=C1 ((S)-1-(4-chlorobenzyl)-3-hydroxypyrrolidin-2-one). Isolated yield 102.3%. As a reaction SMILES: Cl.O1CCOCC1.[Si]([O:15][C@H:16]1[CH2:20][CH2:19][N:18]([CH2:21][C:22]2[CH:27]=[CH:26][C:25]([Cl:28])=[CH:24][CH:23]=2)[C:17]1=[O:29])(C(C)(C)C)(C)C>ClCCl>[Cl:28][C:25]1[CH:24]=[CH:23][C:22]([CH2:21][N:18]2[CH2:19][CH2:20][C@H:16]([OH:15])[C:17]2=[O:29])=[CH:27][CH:26]=1. Reported procedure: A solution of 4 M HCl in dioxane (4.93 ml, 19.7 mmol) was added to a stirred solution of (S)-3-((tert-butyldimethylsilyl)oxy)-1-(4-chlorobenzyl)pyrrolidin-2-one (1.34 g, 3.94 mmol) in dichloromethane (4 mL) at RT. The reaction mixture was stirred for 2 h. The reaction mixture was concentrated in vacuo to afford (S)-1-(4-chlorobenzyl)-3-hydroxypyrrolidin-2-one (910 mg, 4.03 mmol, quantitative yield): LC-MS (M+H)+ 226.1; 1H NMR (500 MHz, methanol-d4) δ 7.37-7.33 (m, J=8.5 Hz, 2H), 7.27-7.23 (m, J=... The reactants are CC=1N(C=C(N1)C#CC=1C=C(C=CC1)C)C1=CC(NC=C1)=O (4-(2-Methyl-4-m-tolylethynyl-imidazol-1-yl)-1H-pyridin-2-one), CI (methyl iodide). Yields the product CN1C(C=C(C=C1)N1C(=NC(=C1)C#CC=1C=C(C=CC1)C)C)=O (1-Methyl-4-(2-methyl-4-m-tolylethynyl-imidazol-1-yl)-1H-pyridin-2-one). RXN SMILES: [CH3:1][C:2]1[N:3]([C:16]2[CH:21]=[CH:20][NH:19][C:18](=[O:22])[CH:17]=2)[CH:4]=[C:5]([C:7]#[C:8][C:9]2[CH:10]=[C:11]([CH3:15])[CH:12]=[CH:13][CH:14]=2)[N:6]=1.[CH3:23]I>>[CH3:23][N:19]1[CH:20]=[CH:21][C:16]([N:3]2[CH:4]=[C:5]([C:7]#[C:8][C:9]3[CH:10]=[C:11]([CH3:15])[CH:12]=[CH:13][CH:14]=3)[N:6]=[C:2]2[CH3:1])=[CH:17][C:18]1=[O:22]. Procedure details: The title compound, light brown solid, MS: m/e=304.2 (M+H+), was prepared in accordance with the general method of example 3 from 4-(2-Methyl-4-m-tolylethynyl-imidazol-1-yl)-1H-pyridin-2-one and methyl iodide. Starting materials: C(C)(C)(C)OC(=O)C1(CCCC1)O\N=C(/C(=O)O)\C=1OC=CC1 (Z-2-(1-tert-butoxycarbonylcyclopent-1-yloxyimino)-2-(fur-2-yl)acetic acid), 7(a), CCO (EtOH), ( ε17,300 ). Solvent: CS(=O)C (DMSO). Product: C(C)(C)(C)OC(=O)C1(CCCC1)O\N=C(/C(=O)OC)\C=1OC=CC1 (Methyl Z-2-(1-tert-Butoxycarbonylcyclopent-1-yloxyimino)-2-(fur-2-yl)acetate). Isolated yield 96.0%. As a reaction SMILES: [C:1]([O:5][C:6]([C:8]1([O:13]/[N:14]=[C:15](/[C:19]2[O:20][CH:21]=[CH:22][CH:23]=2)\[C:16]([OH:18])=[O:17])[CH2:12][CH2:11][CH2:10][CH2:9]1)=[O:7])([CH3:4])([CH3:3])[CH3:2].[CH3:24]CO>CS(C)=O>[C:1]([O:5][C:6]([C:8]1([O:13]/[N:14]=[C:15](/[C:19]2[O:20][CH:21]=[CH:22][CH:23]=2)\[C:16]([O:18][CH3:24])=[O:17])[CH2:9][CH2:10][CH2:11][CH2:12]1)=[O:7])([CH3:4])([CH3:2])[CH3:3]. Reported procedure: This compound was prepared from Z-2-(1-tert-butoxycarbonylcyclopent-1-yloxyimino)-2-(fur-2-yl)acetic acid by the method described in Preparation 7(a) above, λmax (EtOH), 280.5 nm (ε17,300), νmax (Nujol) 1740, 1725 (sh) cm-1 (CO2R), τ(DMSO d6) 2.10, 3.18, 3.34 (α-furyl); 6.11 (CO2Me), 7.6-8.8 (cyclopentyl), 8.60 (CMe3). Yield 96%.